This data is from the Open Reaction Database (ORD), a public repository of structured organic reaction records. The task is: describe an organic reaction: reactants, conditions, products, and yield Starting materials: [OH-].[K+] (potassium hydroxide), CO (methanol), C(=O)(C(F)(F)F)O (TFA), C[Si](CCOCN1C=CC2=C1N=CN=C2C=2C=NN(C2)C(CC#N)C=2C=NC=C(C2)C#C[Si](C)(C)C)(C)C (3-[4-(7-[2-(Trimethylsilyl)ethoxy]methyl-7H-pyrrolo[2,3-d]pyrimidin-4-yl)-1H-pyrazol-1-yl]-3-{5-[(trimethylsilyl)ethynyl]pyridin-3-yl}propanenitrile), C(Cl)Cl (DCM). Reaction conditions: time 90 minute. Yields the product C(=O)(C(F)(F)F)O (TFA), FC(C(=O)O)(F)F.C(#C)C=1C=C(C=NC1)C(CC#N)N1N=CC(=C1)C=1C2=C(N=CN1)NC=C2 (3-(5-Ethynylpyridin-3-yl)-3-[4-(7H-pyrrolo[2,3-d]pyrimidin-4-yl)-1H-pyrazol-1-yl]propanenitrile trifluoroacetate). The yield is 36.0%. RXN SMILES: C[Si](C)(C)CCOC[N:7]1[C:11]2[N:12]=[CH:13][N:14]=[C:15]([C:16]3[CH:17]=[N:18][N:19]([CH:21]([C:25]4[CH:26]=[N:27][CH:28]=[C:29]([C:31]#[C:32][Si](C)(C)C)[CH:30]=4)[CH2:22][C:23]#[N:24])[CH:20]=3)[C:10]=2[CH:9]=[CH:8]1.C(Cl)Cl.[C:42]([OH:48])([C:44]([F:47])([F:46])[F:45])=[O:43].[OH-].[K+].CO>>[C:42]([OH:48])([C:44]([F:47])([F:46])[F:45])=[O:43].[F:45][C:44]([F:47])([F:46])[C:42]([OH:48])=[O:43].[C:31]([C:29]1[CH:30]=[C:25]([CH:21]([N:19]2[CH:20]=[C:16]([C:15]3[C:10]4[CH:9]=[CH:8][NH:7][C:11]=4[N:12]=[CH:13][N:14]=3)[CH:17]=[N:18]2)[CH2:22][C:23]#[N:24])[CH:26]=[N:27][CH:28]=1)#[CH:32] |f:3.4,7.8|. Procedure details: 3-[4-(7-[2-(Trimethylsilyl)ethoxy]methyl-7H-pyrrolo[2,3-d]pyrimidin-4-yl)-1H-pyrazol-1-yl]-3-{5-[(trimethylsilyl)ethynyl]pyridin-3-yl}propanenitrile (0.050 g, 0.000092 mol) was dissolved in DCM (5.0 mL, 0.078 mol) and TFA (2.0 mL, 0.026 mol). The reaction mixture was stirred at room temperature, for 90 minutes and was concentrated in vacuo. The dry residue dissolved in methanol cooled in an ice bath and a solution of potassium hydroxide (0.482 g, 0.00859 mol) in methanol (10 mL, 0.2 mol) was add... The reactants are ClC=1C=CC(=NC1OC)C(O)C1=CC=C(C=C1)SC ((5-chloro-6-methoxypyridin-2-yl)[4-(methylsulfanyl)phenyl]methanol). Reagents/catalysts: [O-2].[O-2].[Mn+4] (Manganese dioxide). Solvent: C(Cl)(Cl)Cl (chloroform). Reaction conditions: temperature 65 celsius, time 1 hour. Yields the product ClC=1C=CC(=NC1OC)C(=O)C1=CC=C(C=C1)SC ((5-Chloro-6-methoxypyridin-2-yl)[4-(methylsulfanyl)phenyl]methanone). The yield is 72.3%. As a reaction SMILES: [Cl:1][C:2]1[CH:3]=[CH:4][C:5]([CH:10]([C:12]2[CH:17]=[CH:16][C:15]([S:18][CH3:19])=[CH:14][CH:13]=2)[OH:11])=[N:6][C:7]=1[O:8][CH3:9]>C(Cl)(Cl)Cl.[O-2].[O-2].[Mn+4]>[Cl:1][C:2]1[CH:3]=[CH:4][C:5]([C:10]([C:12]2[CH:13]=[CH:14][C:15]([S:18][CH3:19])=[CH:16][CH:17]=2)=[O:11])=[N:6][C:7]=1[O:8][CH3:9] |f:2.3.4|. Procedure: Manganese dioxide (8.34 g) was added to a solution of (5-chloro-6-methoxypyridin-2-yl)[4-(methylsulfanyl)phenyl]methanol (1.42 g) in chloroform (40 mL), and the mixture was stirred at 65° C. for one hour. The reaction solution was filtered through celite and the filtrate was concentrated. The residue was purified by silica gel column chromatography (hexane:ethyl acetate=4:1→1:1) to give the title compound as a yellow powder (1.02 g, 71%). The reactants are CN([Si](C)(C)C)[SiH3] (tetramethyldisilazane), FC(S(=O)(=O)OS(=O)(=O)C(F)(F)F)(F)F (trifluoromethanesulfonic anhydride), FC(S(=O)(=O)OS(=O)(=O)C(F)(F)F)(F)F (trifluoromethanesulfonic anhydride). Product: FC(S(=O)(=O)O[SiH](C)C)(F)F (dimethylsilyl trifluoromethanesulfonate). Reaction SMILES: CN([SiH3])[Si:3]([CH3:6])(C)[CH3:4].[F:8][C:9]([F:22])([F:21])[S:10]([O:13]S(C(F)(F)F)(=O)=O)(=[O:12])=[O:11]>>[F:8][C:9]([F:22])([F:21])[S:10]([O:13][SiH:3]([CH3:6])[CH3:4])(=[O:12])=[O:11]. Procedure: Additionally, for example when mixing tetramethyldisilazane as the silicon compound B and trifluoromethanesulfonic anhydride as the acid B, the trifluoromethanesulfonic anhydride is rapidly reacted to form dimethylsilyl trifluoromethanesulfonate as the acid A. Reactants: C(C)OC(CO[C@H]([C@H]1CN(CCO1)C(=O)OC(C)(C)C)C1=C(C(=CC=C1)F)C1=CC(=CC=C1)C)=O ((R)-tert-butyl 2-((S)-(2-ethoxy-2-oxoethoxy)(6-fluoro-3′-methylbiphenyl-2-yl)methyl)morpholine-4-carboxylate), [BH4-].[Na+] (NaBH4). Run in CO (CH3OH). Conditions: time 0.5 hour. Product: FC1=CC=CC(=C1C1=CC(=CC=C1)C)[C@@H]([C@H]1CN(CCO1)C(=O)OC(C)(C)C)OCCO ((R)-tert-butyl 2-((S)-(6-fluoro-3′-methylbiphenyl-2-yl)(2-hydroxyethoxy)methyl)morpholine-4-carboxylate). Isolated yield 95.5%. As a reaction SMILES: C([O:3][C:4](=O)[CH2:5][O:6][C@@H:7]([C:21]1[CH:26]=[CH:25][CH:24]=[C:23]([F:27])[C:22]=1[C:28]1[CH:33]=[CH:32][CH:31]=[C:30]([CH3:34])[CH:29]=1)[C@@H:8]1[O:13][CH2:12][CH2:11][N:10]([C:14]([O:16][C:17]([CH3:20])([CH3:19])[CH3:18])=[O:15])[CH2:9]1)C.[BH4-].[Na+]>CO>[F:27][C:23]1[C:22]([C:28]2[CH:33]=[CH:32][CH:31]=[C:30]([CH3:34])[CH:29]=2)=[C:21]([C@H:7]([O:6][CH2:5][CH2:4][OH:3])[C@@H:8]2[O:13][CH2:12][CH2:11][N:10]([C:14]([O:16][C:17]([CH3:18])([CH3:19])[CH3:20])=[O:15])[CH2:9]2)[CH:26]=[CH:25][CH:24]=1 |f:1.2|. Procedure: To a solution of (R)-tert-butyl 2-((S)-(2-ethoxy-2-oxoethoxy)(6-fluoro-3′-methylbiphenyl-2-yl)methyl)morpholine-4-carboxylate (570 mg, 1.17 mmol) in CH3OH (20 mL) at rt, NaBH4 (355 mg, 9.36 mmol) was added in portions. The mixture was stirred for ˜0.5 h at rt and then evaporated. The residue was partitioned between water and EtOAc. The combined organic layers were washed with brine, dried over anhydrous NaSO4 and evaporated to give semi-crude (R)-tert-butyl 2-((S)-(6-fluoro-3′-methylbiphenyl-2-y... Reactants: ClC=1C=C2C=CC(=CC2=CC1)S(=O)(=O)N[C@@H]1C(N(CC1)NC1CCN(CC1)C1=CC=NC=C1)=O ((3S)-3-(6-Chloronaphthalene-2-sulfonylamino)-1-[1-(4-pyridyl)-4-piperidinylamino}-2-pyrrolidone), C([O-])([O-])=O.[Na+].[Na+] (sodium carbonate). Run in aqueous solution, C=O (formaldehyde), C(=O)O (formic acid). Product: ClC=1C=C2C=CC(=CC2=CC1)S(=O)(=O)N[C@@H]1C(N(CC1)N(C1CCN(CC1)C1=CC=NC=C1)C)=O ((3S)-3-(6-Chloronaphthalene-2-sulfonylamino)-1-{methyl[1-(4-pyridyl)-4-piperidinyl]amino}-2-pyrrolidone). Reaction SMILES: [Cl:1][C:2]1[CH:3]=[C:4]2[C:9](=[CH:10][CH:11]=1)[CH:8]=[C:7]([S:12]([NH:15][C@H:16]1[CH2:20][CH2:19][N:18]([NH:21][CH:22]3[CH2:27][CH2:26][N:25]([C:28]4[CH:33]=[CH:32][N:31]=[CH:30][CH:29]=4)[CH2:24][CH2:23]3)[C:17]1=[O:34])(=[O:14])=[O:13])[CH:6]=[CH:5]2.[C:35](=O)([O-])[O-].[Na+].[Na+]>C=O.C(O)=O>[Cl:1][C:2]1[CH:3]=[C:4]2[C:9](=[CH:10][CH:11]=1)[CH:8]=[C:7]([S:12]([NH:15][C@H:16]1[CH2:20][CH2:19][N:18]([N:21]([CH3:35])[CH:22]3[CH2:23][CH2:24][N:25]([C:28]4[CH:33]=[CH:32][N:31]=[CH:30][CH:29]=4)[CH2:26][CH2:27]3)[C:17]1=[O:34])(=[O:13])=[O:14])[CH:6]=[CH:5]2 |f:1.2.3|. Procedure: (3S)-3-(6-Chloronaphthalene-2-sulfonylamino)-1-[1-(4-pyridyl)-4-piperidinylamino}-2-pyrrolidone (400 mg) was dissolved in a 37% aqueous solution of formaldehyde (11 ml) and formic acid (5 ml) and refluxed for 3 hours. The reaction mixture was cooled and made alkaline by adding an aqueous solution of sodium carbonate, extracted with dichloromethane, dried and concentrated. The residue was purified by a column chromatography (dichloromethane: 10% aqueous ammonia-containing methanol=20:1) and cryst...